From a dataset of the Open Reaction Database (ORD), a public repository of structured organic reaction records. describe an organic reaction: reactants, conditions, products, and yield Run in O (water). Reported procedure: The cholesterol hemisuccinate Tris salt had been prepared as follows. Cholesterol hydrogen succinate (50.3 g, 0.11 moles) from ICN, Cleveland, Ohio, was dissolved in 1.5 liters of diethyl either. Tris base (12 1 g, 0.1 moles) from Fisher, Fairlawn, N.J., was dissolved in 30 ml of water. The Tris solution was then added to the cholesterol solution, and the resulting solution was rotoevaporated to a milky wet residue. The milky residue was freeze dried for 12 hours, after which the cholesterol hem... Reaction SMILES: C(O)(=O)CCC(O[C@H]1CC[C@@:29]2([CH3:32])[C:9](=[CH:10][CH2:11][C@@H:12]3[C@@H:28]2CC[C@@]2(C)[C@H]3CC[C@@H]2[C@H](C)CCCC(C)C)[CH2:8]1)=O.I[C:37]#N.C(O)[C:40](N)([CH2:43]O)[CH2:41][OH:42].CC(CCC[C@H]([C@@H]1[C@]2(C)[C@H]([C@H]3[C@H:70](CC2)[C@:68]2(C)[C:62]([CH2:63][C@H:64]([CH2:66][CH2:67]2)[OH:65])=[CH:61][CH2:60]3)CC1)C)C>O>[CH3:37][C:41]([C@@H:40]1[C@@:29]2([CH3:32])[CH2:28][CH2:12][C@@H:11]3[C@@:68]4([CH3:70])[CH2:67][CH2:66][C@@H:64]([OH:65])[CH2:63][C@H:62]4[CH2:61][CH2:60][C@H:10]3[C@@H:9]2[CH2:8][CH2:43]1)=[O:42]. Product: CC(=O)[C@H]1CC[C@@H]2[C@@]1(CC[C@H]3[C@H]2CC[C@H]4[C@@]3(CC[C@H](C4)O)C)C (Pregnanolone). The reactants are cholesterol hemisuccinate Tris, C(C(CO)(CO)N)O (Tris base), C(CCC(=O)O[C@@H]1CC2=CC[C@H]3[C@@H]4CC[C@H]([C@@H](CCCC(C)C)C)[C@]4(CC[C@@H]3[C@]2(CC1)C)C)(=O)O (Cholesterol hydrogen succinate), IC#N (ICN), C(C(CO)(CO)N)O (Tris), CC(C)CCC[C@@H](C)[C@H]1CC[C@H]2[C@@H]3CC=C4C[C@@H](O)CC[C@]4(C)[C@H]3CC[C@]12C (cholesterol). The reactants are C1(=CCCC1)C=CC(C(C(=O)OC)=CNC1=C(C=C(C=C1)O)C)=O (methyl 5-(cyclopenten-1-yl)-2-(4-hydroxy-2-methylphenylaminomethylene)-3-oxo-4-pentenoate), ClC=1C(C(=C(C(C1Cl)=O)Cl)Cl)=O (2,3,5,6-tetrachloro-p-benzoquinone), C(C)(=O)O (acetic acid). Run in CN(C=O)C (N,N-dimethylformamide), O1CCOCC1 (dioxane). Product: C1(=CCCC1)C=1N(C=C(C(=O)O)C(C1)=O)C1=C(C=C(C=C1)O)C (6-(cyclopenten-1-yl)-1-(4-hydroxy-2-methylphenyl)-4-oxo-1,4-dihydronicotinic acid). Isolated yield 195.3%. Reaction SMILES: [C:1]1([CH:6]=[CH:7][C:8](=[O:24])[C:9](=[CH:14][NH:15][C:16]2[CH:21]=[CH:20][C:19]([OH:22])=[CH:18][C:17]=2[CH3:23])[C:10]([O:12]C)=[O:11])[CH2:5][CH2:4][CH2:3][CH:2]=1.ClC1C(=O)C(Cl)=C(Cl)C(=O)C=1Cl.C(O)(=O)C>CN(C)C=O.O1CCOCC1>[C:1]1([C:6]2[N:15]([C:16]3[CH:21]=[CH:20][C:19]([OH:22])=[CH:18][C:17]=3[CH3:23])[CH:14]=[C:9]([C:8](=[O:24])[CH:7]=2)[C:10]([OH:12])=[O:11])[CH2:5][CH2:4][CH2:3][CH:2]=1. Procedure: In 5 ml of N,N-dimethylformamide was dissolved 0.7 g of methyl 5-(cyclopenten-1-yl)-2-(4-hydroxy-2-methylphenylaminomethylene)-3-oxo-4-pentenoate, and they were reacted at 140° C. for 2 hours. After completion of the reaction, the solvent was removed by distillation under reduced pressure, and the residue was purified by a column chromatography (Wako Silica Gel C-200; eluent: chloroform) to obtain an oily substance. This oily substance was dissolved in 10 ml of dioxane, and 0.5 g of 2,3,5,6-tetr... The reactants are O=C1CCC(CC1)C(=O)OCC (ethyl 4-oxocyclohexanecarboxylate), C(C)OCC (diethyl ether), O (Water). Solvent: methyl lithium-ether. Conditions: temperature -60 celsius, time 30 minute. Product: OC1(CCC(CC1)C(=O)OCC)C (Ethyl 4-hydroxy-4-methylcyclohexanecarboxylate). Reaction SMILES: [O:1]=[C:2]1[CH2:7][CH2:6][CH:5]([C:8]([O:10][CH2:11][CH3:12])=[O:9])[CH2:4][CH2:3]1.O.[CH2:14](OCC)C>>[OH:1][C:2]1([CH3:14])[CH2:7][CH2:6][CH:5]([C:8]([O:10][CH2:11][CH3:12])=[O:9])[CH2:4][CH2:3]1. Procedure details: To a solution of 25.0 g of ethyl 4-oxocyclohexanecarboxylate in 500 ml of diethyl ether, 150 ml of 1.6N methyl lithium-ether solution was added at −60° C. in nitrogen atmosphere, followed by 30 minutes' stirring at −60° C. Water was added to the reaction liquid which then was extracted with ethyl acetate. The ethyl acetate layer was washed with saturated brine, dried on anhydrous magnesium sulfate and the solvent was distilled off. The residue was separated and purified on silica gel column chro... The reactants are C1CCOC1, C[Si](C)(C)[N-][Si](C)(C)C, CC1COCCN1c1nc(Cl)nc2c1ncn2C, Cl, [Li+], CN(C)C=O. The product is CC1COCCN1c1nc(Cl)nc2c1nc(C=O)n2C. Reaction SMILES: [CH2:35]1[O:36][CH2:37][CH2:38][CH2:39]1.[CH3:20][Si:21]([N-:22][Si:23]([CH3:24])([CH3:25])[CH3:26])([CH3:27])[CH3:28].[Cl:1][c:2]1[n:3][c:4]([N:12]2[CH:13]([CH3:18])[CH2:14][O:15][CH2:16][CH2:17]2)[c:5]2[n:6][cH:7][n:8]([CH3:11])[c:9]2[n:10]1.[ClH:34].[Li+:19].[O:29]=[CH:30][N:31]([CH3:32])[CH3:33]>>[Cl:1][c:2]1[n:3][c:4]([N:12]2[CH:13]([CH3:18])[CH2:14][O:15][CH2:16][CH2:17]2)[c:5]2[n:6][c:7]([CH:30]=[O:29])[n:8]([CH3:11])[c:9]2[n:10]1. The reactants are C(C)(C)(C)OC([C@H](CC1=CC(=C(C=C1)N1S(N(C(C1)=O)CC[Si](C)(C)C)(=O)=O)OCC1=CC=CC=C1)NC(=O)OC(C)(C)C)=O ((S)-3-{3-benzyloxy-4-[1,1,4-trioxo-5-(2-trimethylsilanylethyl)-1,2,5-thiadiazolidin-2-yl]-phenyl}-2-tert-butoxycarbonylaminopropionic acid tert-butyl ester), C(=O)(C(F)(F)F)O (TFA), C(=O)(O)[O-].[Na+] (NaHCO3). Solvent: C(Cl)Cl (methylene chloride). Reaction conditions: time 45 minute. The product is C(C)(C)(C)OC([C@H](CC1=CC(=C(C=C1)N1S(N(C(C1)=O)CC[Si](C)(C)C)(=O)=O)OCC1=CC=CC=C1)N)=O ((S)-2-Amino-3-{3-benzyloxy-4-[1,1,4-trioxo-5-(2-trimethylsilanylethyl)-1,2,5-thiadiazolidin-2-yl]-phenyl}-propionic Acid Tert-butyl Ester). RXN SMILES: [C:1]([O:5][C:6](=[O:45])[C@@H:7]([NH:37]C(OC(C)(C)C)=O)[CH2:8][C:9]1[CH:14]=[CH:13][C:12]([N:15]2[CH2:19][C:18](=[O:20])[N:17]([CH2:21][CH2:22][Si:23]([CH3:26])([CH3:25])[CH3:24])[S:16]2(=[O:28])=[O:27])=[C:11]([O:29][CH2:30][C:31]2[CH:36]=[CH:35][CH:34]=[CH:33][CH:32]=2)[CH:10]=1)([CH3:4])([CH3:3])[CH3:2].C(O)(C(F)(F)F)=O.C([O-])(O)=O.[Na+]>C(Cl)Cl>[C:1]([O:5][C:6](=[O:45])[C@@H:7]([NH2:37])[CH2:8][C:9]1[CH:14]=[CH:13][C:12]([N:15]2[CH2:19][C:18](=[O:20])[N:17]([CH2:21][CH2:22][Si:23]([CH3:26])([CH3:25])[CH3:24])[S:16]2(=[O:27])=[O:28])=[C:11]([O:29][CH2:30][C:31]2[CH:32]=[CH:33][CH:34]=[CH:35][CH:36]=2)[CH:10]=1)([CH3:4])([CH3:2])[CH3:3] |f:2.3|. Procedure: To a solution of (S)-3-{3-benzyloxy-4-[1,1,4-trioxo-5-(2-trimethylsilanylethyl)-1,2,5-thiadiazolidin-2-yl]-phenyl}-2-tert-butoxycarbonylaminopropionic acid tert-butyl ester (760 mg, 1.15 mmol) in methylene chloride (10 mL) is added TFA (3 mL) and the mixture is stirred at RT for 45 min. The solution is carefully poured into 8% NaHCO3 solution (50 mL) and the mixture is extracted with methylene chloride. The solvent is removed under reduced pressure to give the title compound which is used immedi... The reactants are CC(C(=O)C1=NN(C2=CC(=CC=C12)OC)CC(=O)O)(C)C ([3-(2,2-dimethylpropanoyl)-6-methoxy-1H-indazol-1-yl]acetic acid), C=1C=CC2=C(C1)N=NN2O (HOBt), C(CC)[C@@H]1N[C@@H](CC1)CCC (cis-2,5-dipropylpyrrolidine), CCN(C(C)C)C(C)C (DIEA). The solvent is CN(C)C=O (DMF), C(CCl)Cl (EDC). The product is C(CC)[C@@H]1N([C@@H](CC1)CCC)C(CN1N=C(C2=CC=C(C=C12)OC)C(C(C)(C)C)=O)=O (1-(1-{2-[Cis-2,5-dipropylpyrrolidin-1-yl]-2-oxoethyl}-6-methoxy-1H-indazol-3-yl)-2,2-dimethylpropan-1-one). Reaction SMILES: [CH3:1][C:2]([CH3:21])([CH3:20])[C:3]([C:5]1[C:13]2[C:8](=[CH:9][C:10]([O:14][CH3:15])=[CH:11][CH:12]=2)[N:7]([CH2:16][C:17]([OH:19])=O)[N:6]=1)=[O:4].C1C=CC2N(O)N=NC=2C=1.[CH2:32]([C@H:35]1[CH2:39][CH2:38][C@@H:37]([CH2:40][CH2:41][CH3:42])[NH:36]1)[CH2:33][CH3:34].CCN(C(C)C)C(C)C>CN(C=O)C.C(Cl)CCl>[CH2:32]([C@H:35]1[CH2:39][CH2:38][C@@H:37]([CH2:40][CH2:41][CH3:42])[N:36]1[C:17](=[O:19])[CH2:16][N:7]1[C:8]2[C:13](=[CH:12][CH:11]=[C:10]([O:14][CH3:15])[CH:9]=2)[C:5]([C:3](=[O:4])[C:2]([CH3:21])([CH3:1])[CH3:20])=[N:6]1)[CH2:33][CH3:34]. Reported procedure: To a solution of 28.3 mg [3-(2,2-dimethylpropanoyl)-6-methoxy-1H-indazol-1-yl]acetic acid from the Step E Example 44 in 1 mL DMF was added 23.0 mg HOBt, 23.3 mg cis-2,5-dipropylpyrrolidine from the Step A above, 38.3 mg EDC, and 45.2 mg DIEA in that order. The mixture was stirred at room temperature over night and purified by RP-HPLC using 70-100% MeCN gradient. The pure product fractions were pooled and lyophilized to give the title compound as white solid. LC-MS: 4.50 min. (m/Z=428.4, 450.3). Reactants: ClC[C@@H](CNC1=CC(=C(C=C1)N1CCOCC1)F)O (N-[3-Chloro-2-(R)-hydroxypropyl]-3-fluoro-4-morpholinyl aniline), C1(C=2C(C(N1)=O)=CC=CC2)=O.[K] (potassium phthalimide). Product: C1(C=2C(C(N1C[C@@H](CNC1=CC(=C(C=C1)N1CCOCC1)F)O)=O)=CC=CC2)=O (N-[3-pthalimido-2-(R)-hydroxypropyl]-3-fluoro-4-(morpholinyl)aniline), Formula IV. As a reaction SMILES: Cl[CH2:2][C@H:3]([OH:19])[CH2:4][NH:5][C:6]1[CH:11]=[CH:10][C:9]([N:12]2[CH2:17][CH2:16][O:15][CH2:14][CH2:13]2)=[C:8]([F:18])[CH:7]=1.[C:20]1(=[O:30])[NH:24][C:23](=[O:25])[C:22]2=[CH:26][CH:27]=[CH:28][CH:29]=[C:21]12.[K]>>[C:20]1(=[O:30])[N:24]([CH2:2][C@H:3]([OH:19])[CH2:4][NH:5][C:6]2[CH:11]=[CH:10][C:9]([N:12]3[CH2:17][CH2:16][O:15][CH2:14][CH2:13]3)=[C:8]([F:18])[CH:7]=2)[C:23](=[O:25])[C:22]2=[CH:26][CH:27]=[CH:28][CH:29]=[C:21]12 |f:1.2,^1:30|. Procedure details: N-[3-Chloro-2-(R)-hydroxypropyl]-3-fluoro-4-morpholinyl aniline is reacted with potassium phthalimide to provide N-[3-pthalimido-2-(R)-hydroxypropyl]-3-fluoro-4-(morpholinyl)aniline (Formula IV, R1═R3 is H; X is O; one R2 is H and the other R2 is F; and n is 1). Reactants: C1(CC1)N(C(=O)OC(C)(C)C)CC=1C=C(C=C2C=CC=NC12)C=CC(=O)OC (methyl 3-{8-[(cyclopropyl{[(1,1-dimethylethyl)oxy]carbonyl}amino)methyl]-6-quinolinyl}-2-propenoate). Reagents/catalysts: [Pd] (palladium). The solvent is CCOC(=O)C (EtOAc). Yields the product C1(CC1)N(C(=O)OC(C)(C)C)CC=1C=C(C=C2C=CC=NC12)CCC(=O)OC (Methyl 3-{8-[(cyclopropyl{[(1,1-dimethylethyl)oxy]carbonyl}amino)methyl]-6-quinolinyl}propanoate). As a reaction SMILES: [CH:1]1([N:4]([CH2:12][C:13]2[CH:14]=[C:15]([CH:23]=[CH:24][C:25]([O:27][CH3:28])=[O:26])[CH:16]=[C:17]3[C:22]=2[N:21]=[CH:20][CH:19]=[CH:18]3)[C:5]([O:7][C:8]([CH3:11])([CH3:10])[CH3:9])=[O:6])[CH2:3][CH2:2]1>CCOC(C)=O.[Pd]>[CH:1]1([N:4]([CH2:12][C:13]2[CH:14]=[C:15]([CH2:23][CH2:24][C:25]([O:27][CH3:28])=[O:26])[CH:16]=[C:17]3[C:22]=2[N:21]=[CH:20][CH:19]=[CH:18]3)[C:5]([O:7][C:8]([CH3:10])([CH3:11])[CH3:9])=[O:6])[CH2:3][CH2:2]1. Reported procedure: To a solution of methyl 3-{8-[(cyclopropyl{[(1,1-dimethylethyl)oxy]carbonyl}amino)methyl]-6-quinolinyl}-2-propenoate (1 eq.) from the previous step in EtOAc (0.1 M) was added palladium (10% (w/w) over carbon, 0.1 eq.). The resulting suspension was evacuated and back-filled repeatedly with hydrogen. Finally, the reaction suspension was allowed to stir under a hydrogen-filled balloon atmosphere for 3 h. The reaction was quenched with the addition of dichloromethane and filtered through a bed of ce... Starting materials: CCCCC(C=O)NC(=O)OC(C)(C)C, [Li]CCCC, C1CCOC1, CC(=O)O, c1ccc(C2SCCCS2)cc1. Yields the product CCCCC(NC(=O)OC(C)(C)C)C(O)C1(c2ccccc2)SCCCS1. Reaction SMILES: [C:18]([CH3:19])([CH3:20])([CH3:21])[O:22][C:23]([NH:24][CH:25]([CH2:26][CH2:27][CH2:28][CH3:29])[CH:30]=[O:31])=[O:32].[CH2:13]([Li:14])[CH2:15][CH2:16][CH3:17].[CH2:37]1[O:38][CH2:39][CH2:40][CH2:41]1.[CH3:33][C:34](=[O:35])[OH:36].[c:1]1([CH:7]2[S:8][CH2:9][CH2:10][CH2:11][S:12]2)[cH:2][cH:3][cH:4][cH:5][cH:6]1>>[c:1]1([C:7]2([CH:30]([CH:25]([NH:24][C:23]([O:22][C:18]([CH3:19])([CH3:20])[CH3:21])=[O:32])[CH2:26][CH2:27][CH2:28][CH3:29])[OH:31])[S:8][CH2:9][CH2:10][CH2:11][S:12]2)[cH:2][cH:3][cH:4][cH:5][cH:6]1.